Dataset: the Open Reaction Database (ORD), a public repository of structured organic reaction records. Task: describe an organic reaction: reactants, conditions, products, and yield Reactants: 37.5, C1(=CC=CC=C1)CN1CCC2(CO2)CC1 (6-(phenylmethyl)-1-oxa-6-azaspiro[2.5]octane), OC1=CC=C(C(=O)OCC)C=C1 (ethyl 4-hydroxybenzoate), C([O-])([O-])=O.[K+].[K+] (potassium carbonate), CC(CC(C)=O)C (4-methyl-2-pentanone). The solvent is O (water). Run at time 8 hour. Yields the product 23, OC1(CCN(CC1)CC1=CC=CC=C1)COC1=CC=C(C(=O)OCC)C=C1 (ethyl 4-[[4-hydroxy-1-(phenylmethyl)-4-piperidinyl]methoxy]benzoate). Isolated yield 41.5%. RXN SMILES: [C:1]1([CH2:7][N:8]2[CH2:15][CH2:14][C:11]3([O:13][CH2:12]3)[CH2:10][CH2:9]2)[CH:6]=[CH:5][CH:4]=[CH:3][CH:2]=1.[OH:16][C:17]1[CH:27]=[CH:26][C:20]([C:21]([O:23][CH2:24][CH3:25])=[O:22])=[CH:19][CH:18]=1.C(=O)([O-])[O-].[K+].[K+].CC(C)CC(=O)C>O>[OH:13][C:11]1([CH2:12][O:16][C:17]2[CH:18]=[CH:19][C:20]([C:21]([O:23][CH2:24][CH3:25])=[O:22])=[CH:26][CH:27]=2)[CH2:14][CH2:15][N:8]([CH2:7][C:1]2[CH:6]=[CH:5][CH:4]=[CH:3][CH:2]=2)[CH2:9][CH2:10]1 |f:2.3.4|. Reported procedure: A mixture of 37.5 parts of 6-(phenylmethyl)-1-oxa-6-azaspiro[2.5]octane, 24.9 parts of ethyl 4-hydroxybenzoate, 20.7 parts of potassium carbonate and 200 parts of 4-methyl-2-pentanone was stirred overnight at reflux temperature. After cooling, water was added. The precipitated product was filtered off, washed with water and crystallized from 1,1'-oxybisethane. The product was filtered off and dried, yielding 23 parts (41.5%) of ethyl 4-[[4-hydroxy-1-(phenylmethyl)-4-piperidinyl]methoxy]benzoate;...